From a dataset of the Open Reaction Database (ORD), a public repository of structured organic reaction records. describe an organic reaction: reactants, conditions, products, and yield Starting materials: COc1cc(NC(=O)CC#N)c(Cl)cc1Cl, CCOc1ccc(N)cc1F, CCOC(OCC)OCC, CC(C)O. The product is CCOc1ccc(NC=C(C#N)C(=O)Nc2cc(OC)c(Cl)cc2Cl)cc1F. RXN SMILES: [C:1](#[N:2])[CH2:3][C:4](=[O:5])[NH:6][c:7]1[c:8]([Cl:16])[cH:9][c:10]([Cl:15])[c:11]([O:13][CH3:14])[cH:12]1.[CH2:17]([CH3:18])[O:19][c:20]1[c:21]([F:27])[cH:22][c:23]([NH2:24])[cH:25][cH:26]1.[CH2:28]([O:29][CH:30]([O:31][CH2:32][CH3:33])[O:34][CH2:35][CH3:36])[CH3:37].[CH:38]([OH:39])([CH3:40])[CH3:41]>>[C:1](#[N:2])[C:3]([C:4](=[O:5])[NH:6][c:7]1[c:8]([Cl:16])[cH:9][c:10]([Cl:15])[c:11]([O:13][CH3:14])[cH:12]1)=[CH:28][NH:24][c:23]1[cH:22][c:21]([F:27])[c:20]([O:19][CH2:17][CH3:18])[cH:26][cH:25]1. The reactants are ClC1=NC=2N(C(=C1)Cl)N=CC2 (5,7-dichloropyrazolo[1,5-a]pyrimidine), NCC1=CC=C(C=C1)C1=C(C=CC=C1)C#N (4-aminomethyl-2'-cyanobiphenyl). Solvent: C(C)O (ethanol). The product is ClC1=NC=2N(C(=C1)NCC1=CC=C(C=C1)C1=C(C=CC=C1)C#N)N=CC2 (5-Chloro-7-[(2'-cyanobiphenyl-4-yl)methylamino]pyrazolo[1,5-a]pyrimidine). RXN SMILES: [Cl:1][C:2]1[CH:7]=[C:6](Cl)[N:5]2[N:9]=[CH:10][CH:11]=[C:4]2[N:3]=1.[NH2:12][CH2:13][C:14]1[CH:19]=[CH:18][C:17]([C:20]2[CH:25]=[CH:24][CH:23]=[CH:22][C:21]=2[C:26]#[N:27])=[CH:16][CH:15]=1>C(O)C>[Cl:1][C:2]1[CH:7]=[C:6]([NH:12][CH2:13][C:14]2[CH:15]=[CH:16][C:17]([C:20]3[CH:25]=[CH:24][CH:23]=[CH:22][C:21]=3[C:26]#[N:27])=[CH:18][CH:19]=2)[N:5]2[N:9]=[CH:10][CH:11]=[C:4]2[N:3]=1. Reported procedure: 5.7 g (30.3 mmol) 5,7-dichloropyrazolo[1,5-a]pyrimidine (prepared according to T. Novinson, B. Bhooshan, T. Okabe, G. R. Revankar, R. K. Robins, K. Senga, H. R. Wilson, J. Med. Chem. 1976, 19, 512) and 6.3 g (30.25 mmol) 4-aminomethyl-2'-cyanobiphenyl were dissolved in 150 ml dry ethanol and heated with reflux for 10 h. The solvent was removed in vacuo, the residue dissolved in ethyl acetate, washed with 10% aqueous sodium carbonate solution, and dried over sodium sulfate. After evaporation in v... Reactants: [H][H] (hydrogen), BrCC(=O)OCC (ethyl bromoacetate), ClC1=C(C=CC=2C(=NOC21)C2=NC=CC=C2)O (7-chloro-6-hydroxy-3-(2-pyridyl)-1,2-benzisoxazole), [OH-].[Na+] (NaOH), ice, [H-].[Na+] (NaH). Solvent: CN(C)C=O (DMF), O (H2O), CN(C)C=O (DMF), O (H2O), CN(C)C=O (DMF). Conditions: temperature 65 celsius, time 90 minute. The product is ClC1=C(C=CC=2C(=NOC21)C2=NC=CC=C2)OCC(=O)O ({[7-chloro-3-(2-pyridyl)-1,2-benzisoxazole-6-yl]oxy}acetic acid). As a reaction SMILES: [Cl:1][C:2]1[C:10]2[O:9][N:8]=[C:7]([C:11]3[CH:16]=[CH:15][CH:14]=[CH:13][N:12]=3)[C:6]=2[CH:5]=[CH:4][C:3]=1[OH:17].[H-].[Na+].[H][H].Br[CH2:23][C:24]([O:26]CC)=[O:25].[OH-].[Na+]>CN(C=O)C.O>[Cl:1][C:2]1[C:10]2[O:9][N:8]=[C:7]([C:11]3[CH:16]=[CH:15][CH:14]=[CH:13][N:12]=3)[C:6]=2[CH:5]=[CH:4][C:3]=1[O:17][CH2:23][C:24]([OH:26])=[O:25] |f:1.2,5.6|. Procedure details: 7-chloro-6-hydroxy-3-(2-pyridyl)-1,2-benzisoxazole (10.0 g) is dissolved in 80 ml of DMF and added to an ice cold suspension of NaH (1.1 g) in 50 ml of DMF. When hydrogen evolution ceases, ethyl bromoacetate (7.5 g) in 20 ml of DMF is added. After an additional 90 minutes, 200 ml of H2O and 10 ml of 50% NaOH are added and the reaction warmed at 65° C. for 45 minutes. The mixture is poured into H2O, acidified to pH 1-2, and a solid product filtered and dried to give {[7-chloro-3-(2-pyridyl)-1,2-b... The product is BrC1=CC(=C(C(=C1)CC)OC)CC (4-Bromo-2,6-diethylanisole). Procedure details: A stirred solution containing 4-bromo-2,6-diethylbenzenediazonium tetrafluoroborate (17.25 g, 52.77 mmol) and freshly ground anhydrous zinc chloride (7.2 g, 52.9 mmol) in methanol (1.06 L) was refluxed for 6 h. The reaction was cooled to ambient temperature, quenched with H2O (1.2 L), saturated with solid sodium chloride and extracted with hexane. The combined organic extracts were sequentially washed with sat. aq. NaHCO3 (1×100 mL), with H2O (1×100 mL), with brine (1×100 mL), dried (Na2SO4) and... Reaction SMILES: F[B-](F)(F)F.[Br:6][C:7]1[CH:12]=[C:11]([CH2:13][CH3:14])[C:10]([N+]#N)=[C:9]([CH2:17][CH3:18])[CH:8]=1.[CH3:19][OH:20]>[Cl-].[Zn+2].[Cl-]>[Br:6][C:7]1[CH:12]=[C:11]([CH2:13][CH3:14])[C:10]([O:20][CH3:19])=[C:9]([CH2:17][CH3:18])[CH:8]=1 |f:0.1,3.4.5|. Reagents/catalysts: [Cl-].[Zn+2].[Cl-] (zinc chloride). Reactants: F[B-](F)(F)F.BrC1=CC(=C(C(=C1)CC)[N+]#N)CC (4-bromo-2,6-diethylbenzenediazonium tetrafluoroborate), CO (methanol). Starting materials: CN(C(C1=C(C=CC(=C1)N1N=NN=C1C(F)(F)F)OC)=O)C[C@@H](CC=C)C1=CC=C(C=C1)F ((S)-N-methyl-N-(2-(4-fluorophenyl)pent-4-enyl)-2-methoxy-5-(5-trifluoromethyl-1H-tetrazol-1-yl)benzamide), I(=O)(=O)(=O)[O-].[Na+] (sodium meta-periodate), S(=S)(=O)([O-])[O-].[Na+].[Na+] (sodium thiosulfate), C[N+]1(CCOCC1)[O-] (N-methylmorpholine N-oxide), solution. The reagents and catalysts are [Os](=O)(=O)(=O)=O (osmium tetraoxide). Run in O1CCCC1 (tetrahydrofuran), CC(=O)C.C(C)(C)(C)O.O (acetone t-butanol water), O (water). Conditions: time 3 hour. Product: CN(C(C1=C(C=CC(=C1)N1N=NN=C1C(F)(F)F)OC)=O)C[C@@H](CC=O)C1=CC=C(C=C1)F ((S)-N-methyl-N-(2-(4-fluorophenyl)-4-oxobutyl)-2-methoxy-5-(5-trifluoromethyl-1H-tetrazol-1-yl)benzamide). RXN SMILES: [CH3:1][N:2]([CH2:22][C@H:23]([C:27]1[CH:32]=[CH:31][C:30]([F:33])=[CH:29][CH:28]=1)[CH2:24][CH:25]=C)[C:3](=[O:21])[C:4]1[CH:9]=[C:8]([N:10]2[C:14]([C:15]([F:18])([F:17])[F:16])=[N:13][N:12]=[N:11]2)[CH:7]=[CH:6][C:5]=1[O:19][CH3:20].C[N+]1([O-])CC[O:38]CC1.S([O-])([O-])(=O)=S.[Na+].[Na+].I([O-])(=O)(=O)=O.[Na+]>[Os](=O)(=O)(=O)=O.O.O1CCCC1.CC(C)=O.C(O)(C)(C)C.O>[CH3:1][N:2]([CH2:22][C@H:23]([C:27]1[CH:28]=[CH:29][C:30]([F:33])=[CH:31][CH:32]=1)[CH2:24][CH:25]=[O:38])[C:3](=[O:21])[C:4]1[CH:9]=[C:8]([N:10]2[C:14]([C:15]([F:16])([F:18])[F:17])=[N:13][N:12]=[N:11]2)[CH:7]=[CH:6][C:5]=1[O:19][CH3:20] |f:2.3.4,5.6,10.11.12|. Reported procedure: Combine (S)-N-methyl-N-(2-(4-fluorophenyl)pent-4-enyl)-2-methoxy-5-(5-trifluoromethyl-1H-tetrazol-1-yl)benzamide (10 mmol), acetone/t-butanol/water (2/1/1, 56 mL), and a solution of N-methylmorpholine N-oxide (2.6 mL, 50% in water, 12.7 mmol). Add a solution of osmium tetraoxide (2.6 mL, 4% in water, 0.44 mmol). After 3 hours, evaporate in vacuo to remove most of the acetone and partition the evaporated reaction mixture between dichloromethane and an aqueous 10% solution of sodium thiosulfate. S... Starting materials: C(C1=CC=CC=C1)OCC1(C2C3C2C(C1C3)C3=NC=1N(C(N(C(C1N3)=O)CCC)=O)CCC)C(=O)O (3-Benzyloxymethyl-5-(2,6-dioxo-1,3-dipropyl-2,3,6,7-tetrahydro-1H-purin-8-yl)-tricyclo[2.2.1.02,6]heptane-3-carboxylic acid). Reagents/catalysts: [Pd] (Pd/C). Run in C(C)(=O)OCC (ethyl acetate). Product: O=C1N(C(C=2NC(=NC2N1CCC)C1C2C(C3C(C13)C2)(C(=O)O)CO)=O)CCC (5-(2,6-Dioxo-1,3-dipropyl-2,3,6,7-tetrahydro-1H-purin-8-yl)-3-hydroxymethyl-tricyclo[2.2.1.02,6]heptane-3-carboxylic acid). Reaction SMILES: C([O:8][CH2:9][C:10]1([C:34]([OH:36])=[O:35])[CH:15]2[CH2:16][CH:12]3[CH:13]([CH:14]2[C:17]2[NH:25][C:24]4[C:23](=[O:26])[N:22]([CH2:27][CH2:28][CH3:29])[C:21](=[O:30])[N:20]([CH2:31][CH2:32][CH3:33])[C:19]=4[N:18]=2)[CH:11]13)C1C=CC=CC=1>C(OCC)(=O)C.[Pd]>[O:30]=[C:21]1[N:20]([CH2:31][CH2:32][CH3:33])[C:19]2[N:18]=[C:17]([CH:14]3[CH:13]4[CH:11]5[CH:12]4[CH2:16][CH:15]3[C:10]5([CH2:9][OH:8])[C:34]([OH:36])=[O:35])[NH:25][C:24]=2[C:23](=[O:26])[N:22]1[CH2:27][CH2:28][CH3:29]. Procedure details: 3-Benzyloxymethyl-5-(2,6-dioxo-1,3-dipropyl-2,3,6,7-tetrahydro-1H-purin-8-yl)-tricyclo[2.2.1.02,6]heptane-3-carboxylic acid (50 mg) was hydrogenated in ethyl acetate using Pd/C 5% under 1 atm of H2 overnight. The catalyst was filtered through silica eluting with 10% MeOH:CHCl3. Yield 31 mg. Mass (ES+ 403). Reactants: (R,S)-1-(3-chloro-2-methylpropyl)-3,4-dihydro-1H-quinolin-2-one, C(CCC)C1CC2CCC(C1)N2 (3-butyl-8-azabicyclo[3.2.1]octane), C(=O)([O-])[O-].[K+].[K+] (K2CO3), CN(C)C=O (DMF). The product is C(CCC)C1C[C@@H]2CCC(C1)N2C[C@H](CN2C(CCC1=CC=CC=C21)=O)C ((R,S)-1-[3-(3-Butyl-8-azabicyclo[3.2.1]oct-8-yl)-2-methylpropyl)-3,4-dihydro-1H-quinolin-2-one). RXN SMILES: [CH2:1]([CH:5]1[CH2:11][CH:10]2[NH:12][CH:7]([CH2:8][CH2:9]2)[CH2:6]1)[CH2:2][CH2:3][CH3:4].C([O-])([O-])=O.[K+].[K+].[CH3:19][N:20]([CH:22]=[O:23])[CH3:21]>>[CH2:1]([CH:5]1[CH2:6][CH:7]2[N:12]([CH2:9][C@@H:10]([CH3:11])[CH2:19][N:20]3[C:21]4[C:6](=[CH:5][CH:1]=[CH:2][CH:3]=4)[CH2:7][CH2:8][C:22]3=[O:23])[C@@H:10]([CH2:9][CH2:8]2)[CH2:11]1)[CH2:2][CH2:3][CH3:4] |f:1.2.3|. Procedure details: Crude (R,S)-1-(3-chloro-2-methylpropyl)-3,4-dihydro-1H-quinolin-2-one (107LH63)(0.094 g), 3-butyl-8-azabicyclo[3.2.1]octane (0.025 g, 0.15 mmol), NAI (0.100 g, 0.67 mmol), and K2CO3 (0.075 g, 0.54 mmol) in DMF (1 mL) were reacted and purified according to GP20 to give the title compound (107LH74-c4)(0.025 g), HPLC-MS (ammonium acetate) [M+H]+=369.33. Reactants: COc1ccc([N+](=O)[O-])cc1-c1coc(CN2CCN(C)CC2)c1, CO, [H][H]. Yields the product COc1ccc(N)cc1-c1coc(CN2CCN(C)CC2)c1. RXN SMILES: [CH3:1][O:2][c:3]1[c:4](-[c:12]2[cH:13][c:14]([CH2:17][N:18]3[CH2:19][CH2:20][N:21]([CH3:24])[CH2:22][CH2:23]3)[o:15][cH:16]2)[cH:5][c:6]([N+:9]([O-:10])=[O:11])[cH:7][cH:8]1.[CH3:27][OH:28].[H:25][H:26]>>[CH3:1][O:2][c:3]1[c:4](-[c:12]2[cH:13][c:14]([CH2:17][N:18]3[CH2:19][CH2:20][N:21]([CH3:24])[CH2:22][CH2:23]3)[o:15][cH:16]2)[cH:5][c:6]([NH2:9])[cH:7][cH:8]1. Starting materials: (±)-BINAP, CN1CCN(CC1)CC=1C=C(C=CC1)N (3-(4-methyl-piperazin-1-ylmethyl)-phenylamine), CNC(=O)C1=NN(C2=C1C(C(C=1C=NC(=NC21)I)CC)(C)C)C (ethyl 8-iodo-1,4,4-trimethyl-4,5-dihydro-1H-pyrazolo[4,3-h]quinazoline-3-carboxylic acid methylamide), C(=O)([O-])[O-].[K+].[K+] (K2CO3). Reagents/catalysts: CC(=O)[O-].CC(=O)[O-].[Pd+2] (Pd(OAc)2). Solvent: CN(C=O)C (dimethylformamide), CN(C=O)C (dimethylformamide). Conditions: temperature 80 celsius, time 30 minute. Yields the product CNC(=O)C1=NN(C2=C1C(CC=1C=NC(=NC21)NC2=CC(=CC=C2)CN2CCN(CC2)C)(C)C)C (8-[3-(4-methyl-piperazin-1-ylmethyl)-phenylamino]-1,4,4-trimethyl-4,5-dihydro-1H-pyrazolo[4,3-h]quinazoline-3-carboxylic acid methylamide). The yield is 62.2%. RXN SMILES: [CH3:1][N:2]1[CH2:7][CH2:6][N:5]([CH2:8][C:9]2[CH:10]=[C:11]([NH2:15])[CH:12]=[CH:13][CH:14]=2)[CH2:4][CH2:3]1.[CH3:16][NH:17][C:18]([C:20]1[C:24]2[C:25]([CH3:37])([CH3:36])[CH:26](CC)[C:27]3[CH:28]=[N:29][C:30](I)=[N:31][C:32]=3[C:23]=2[N:22]([CH3:38])[N:21]=1)=[O:19].C([O-])([O-])=O.[K+].[K+]>CC([O-])=O.CC([O-])=O.[Pd+2].CN(C)C=O>[CH3:16][NH:17][C:18]([C:20]1[C:24]2[C:25]([CH3:36])([CH3:37])[CH2:26][C:27]3[CH:28]=[N:29][C:30]([NH:15][C:11]4[CH:12]=[CH:13][CH:14]=[C:9]([CH2:8][N:5]5[CH2:6][CH2:7][N:2]([CH3:1])[CH2:3][CH2:4]5)[CH:10]=4)=[N:31][C:32]=3[C:23]=2[N:22]([CH3:38])[N:21]=1)=[O:19] |f:2.3.4,5.6.7|. Procedure details: Pd(OAc)2 (16.34 mg, 0.0728 mmol), (±)-BINAP (45.33 mg, 0.0728 mmol) and dimethylformamide (12 mL) were charged in a round-bottom flask flushed with argon. The mixture was stirred under argon for 30 minutes. Then 3-(4-methyl-piperazin-1-ylmethyl)-phenylamine (448.4 mg, 2.184 mmol), ethyl 8-iodo-1,4,4-trimethyl-4,5-dihydro-1H-pyrazolo[4,3-h]quinazoline-3-carboxylic acid methylamide (300 mg, 0.728 mmol), K2CO3 (1.508 g, 10.910 mmol) and dimethylformamide (10 mL) were added. The resulting mixture wa... Starting materials: OC(C=CC1C(C2(OCCO2)CC1)C(C(=O)OC)CCCCC)CCCCC (7-(3-hydroxy-1-octenyl)-1,4-dioxaspiro[4.4]non-6-ylheptanoic acid, methyl ester), [OH-].[Na+] (sodium hydroxide), C(C)(=O)[O-] (acetate), CO (methanol). The solvent is O (water). Product: OC(C=CC1C(C2(OCCO2)CC1)C(C(=O)O)CCCCC)CCCCC (7-(3-Hydroxy-1-Octenyl)-1,4-Dioxaspiro[4.4]Non-6-Ylheptanoic Acid). As a reaction SMILES: [OH:1][CH:2]([CH2:24][CH2:25][CH2:26][CH2:27][CH3:28])[CH:3]=[CH:4][CH:5]1[CH2:13][CH2:12][C:7]2([O:11][CH2:10][CH2:9][O:8]2)[CH:6]1[CH:14]([CH2:19][CH2:20][CH2:21][CH2:22][CH3:23])[C:15]([O:17]C)=[O:16].C([O-])(=O)C.CO.[OH-].[Na+]>O>[OH:1][CH:2]([CH2:24][CH2:25][CH2:26][CH2:27][CH3:28])[CH:3]=[CH:4][CH:5]1[CH2:13][CH2:12][C:7]2([O:11][CH2:10][CH2:9][O:8]2)[CH:6]1[CH:14]([CH2:19][CH2:20][CH2:21][CH2:22][CH3:23])[C:15]([OH:17])=[O:16] |f:3.4|. Procedure: A solution of 3.85 g. of 7-(3-hydroxy-1-octenyl)-1,4-dioxaspiro[4.4]non-6-ylheptanoic acid, methyl ester, acetate in 75 ml. of methanol was treated with 75 ml. of 1N sodium hydroxide and kept at 25° for 0.5 hours. The reaction mixture was diluted with water, washed with ether, acidified with acetic acid and extracted with ether. After washing and drying, the ether extract was evaporated and the residue chromatographed on silica. Elution with 50% ethyl acetate-hexane afforded 0.94 g. of the title...